Dataset: the Open Reaction Database (ORD), a public repository of structured organic reaction records. Task: describe an organic reaction: reactants, conditions, products, and yield Starting materials: N1C(C2C=3C(=CC=CC13)CCC2)=O (2a,3,4,5-tetrahydrobenz[cd]indol-2(1H)-one), ClCCC(=O)Cl (3-chloropropionyl chloride). Yields the product ClCCC(=O)C1=C2C=3C(C(NC3C=C1)=O)CCC2 (3-Chloro-1-(2-oxo-1,2,2a,3,4,5-hexahydrobenz[cd]indol-6-yl)-1-propanone). Reaction SMILES: [NH:1]1[C:9]2[CH:8]=[CH:7][CH:6]=[C:5]3[CH2:10][CH2:11][CH2:12][CH:3]([C:4]=23)[C:2]1=[O:13].[Cl:14][CH2:15][CH2:16][C:17](Cl)=[O:18]>>[Cl:14][CH2:15][CH2:16][C:17]([C:6]1[CH:7]=[CH:8][C:9]2[NH:1][C:2](=[O:13])[CH:3]3[CH2:12][CH2:11][CH2:10][C:5]=1[C:4]=23)=[O:18]. Procedure details: Using 2a,3,4,5-tetrahydrobenz[cd]indol-2(1H)-one and 3-chloropropionyl chloride, the same procedure as in Reference Example 2 was followed, to yield the title compound as a colorless needle crystal having a melting point of 175° to 178° C. Reactants: OCC(CO)(CO)CO (Pentaerythritol), [Si](C1=CC=CC=C1)(C1=CC=CC=C1)(C(C)(C)C)Cl (Tert-butyldiphenylsilyl chloride). The solvent is CCOC(=O)C (EtOAc), N1=CC=CC=C1 (pyridine), CCOC(=O)C (EtOAc), N1=CC=CC=C1 (pyridine), CCOC(=O)C (EtOAc). Product: OCC(CO)(CO)CO[Si](C(C)(C)C)(C)C (2-(Hydroxymethyl)-2-[(1,1,2,2-tetramethyl-1-silapropoxy)methyl]propane-1,3- diol). Isolated yield 133.4%. As a reaction SMILES: [OH:1][CH2:2][C:3]([CH2:8][OH:9])([CH2:6][OH:7])[CH2:4][OH:5].[Si:10](Cl)([C:23]([CH3:26])([CH3:25])[CH3:24])([C:17]1C=CC=CC=1)[C:11]1C=CC=CC=1>N1C=CC=CC=1.CCOC(C)=O>[OH:1][CH2:2][C:3]([CH2:8][O:9][Si:10]([CH3:17])([CH3:11])[C:23]([CH3:26])([CH3:25])[CH3:24])([CH2:6][OH:7])[CH2:4][OH:5]. Reported procedure: Pentaerythritol [2,2-bis(hydroxymethyl)propane-1,3-diol] (10.55 g, 77 mmol) was taken up in 100 mL of dry pyridine. Tert-butyldiphenylsilyl chloride (4.26 g, 15 mmol, 0.2 eq) was then added dropwise over 10 minutes to the pyridine solution at ambient temperature. The reaction mixture was stirred at ambient temperature for 24 hours at which point TLC (EtOAc) indicated that the reaction was complete. The reaction was worked-up by diluting the reaction mixture with 250 mL of EtOAc and washing the o... Reactants: C(C)(C)(C)OC(=O)N1[C@H](C(=O)O)CC(C1)=C (1-(tert-butoxycarbonyl)-4-methyleneproline), O=C1OC(=CC=C1C(=O)Cl)CCCCC (2-oxo-6-pentyl-2H-pyran-3-carbonyl chloride), C(C)(C)(C)N (tert-butylamine). Product: C(C)(C)(C)NC(=O)[C@H]1N(CC(C1)=C)C(=O)C=1C(OC(=CC1)CCCCC)=O ((2S)-N-(tert-butyl)-4-methylene-1-[(2-oxo-6-pentyl-2H-pyran-3-yl)carbonyl]-2-pyrrolidinecarboxamide). As a reaction SMILES: C(O[C:6]([N:8]1[CH2:15][C:14](=[CH2:16])[CH2:13][C@H:9]1[C:10]([OH:12])=O)=[O:7])(C)(C)C.[O:17]=[C:18]1[C:23](C(Cl)=O)=[CH:22][CH:21]=[C:20]([CH2:27][CH2:28][CH2:29][CH2:30][CH3:31])[O:19]1.[C:32]([NH2:36])([CH3:35])([CH3:34])[CH3:33]>>[C:32]([NH:36][C:10]([C@@H:9]1[CH2:13][C:14](=[CH2:16])[CH2:15][N:8]1[C:6]([C:23]1[C:18](=[O:17])[O:19][C:20]([CH2:27][CH2:28][CH2:29][CH2:30][CH3:31])=[CH:21][CH:22]=1)=[O:7])=[O:12])([CH3:35])([CH3:34])[CH3:33]. Procedure details: Following the general method as outlined in Example 22, starting from 1-(tert-butoxycarbonyl)-4-methyleneproline, 2-oxo-6-pentyl-2H-pyran-3-carbonyl chloride, and tert-butylamine the title compound was obtained in 100% purity by LC/MS. MS(ESI+): m/z=375.4.